From a dataset of the Open Reaction Database (ORD), a public repository of structured organic reaction records. describe an organic reaction: reactants, conditions, products, and yield Reactants: O=C(O)C(c1ccccc1)c1ccccc1, NCc1ccc(F)cc1F. Reagents/catalysts: CCN=C=NCCCN(C)C.Cl (EDC-HCl), CCN(C(C)C)C(C)C (DIPEA), C1=CC=C2C(=C1)C(=O)N(C2=O)O (N-Hydroxyphthalimide). Solvent: CN(C)C=O (DMF), CN(C)C=O (DMF), CN(C)C=O (DMF), CN(C)C=O (DMF), CN(C)C=O (DMF), CN(C)C=O (DMF). Conditions: temperature 25 celsius, time 2 hour. Yields the product O=C(NCc1ccc(F)cc1F)C(c1ccccc1)c1ccccc1. Yield: 45.1%. RXN SMILES: NCc1ccc(F)cc1F.O=C(O)C(c1ccccc1)c1ccccc1.CCN=C=NCCCN(C)C.Cl.C1=CC=C2C(=C1)C(=O)N(C2=O)O.CCN(C(C)C)C(C)C.CN(C)C=O>>O=C(NCc1ccc(F)cc1F)C(c1ccccc1)c1ccccc1. Reactants: Cl.BrC1=CC=NC=C1 (4-Bromopyridine hydrochloride), CN1N=C(N=N1)C=1C=C2C(=CNC2=CC1)C=1CCN(CC1)CCN1C(NCC1)=O (1-[2-[4-[5-(2-methyltetrazol-5-yl)-1H-indol-3-yl]-1,2,3,6-tetrahydropyridin-1-yl]ethyl]-2-imidazolidinone), C([O-])([O-])=O.[K+].[K+] (potassium carbonate), CN1C(CCC1)=O (N-methyl-2-pyrrolidinone). Reagents/catalysts: [Cu] (copper), [Cu](I)I (copper iodide), [O-2].[Zn+2] (zinc oxide). The solvent is C(C)(=O)OCC (ethyl acetate). Conditions: time 4 hour. The product is CN1N=C(N=N1)C=1C=C2C(=CN(C2=CC1)C1=CC=NC=C1)C=1CCN(CC1)CCN1C(NCC1)=O (1-[2-[4-[5-(2-Methyltetrazol-5-yl)-1-(4-pyridyl)-1H-indol-3-yl]-1,2,3,6-tetrahydro-1-pyridinyl]ethyl]-2-imidazolidinone). Reaction SMILES: Cl.Br[C:3]1[CH:8]=[CH:7][N:6]=[CH:5][CH:4]=1.[CH3:9][N:10]1[N:14]=[N:13][C:12]([C:15]2[CH:16]=[C:17]3[C:21](=[CH:22][CH:23]=2)[NH:20][CH:19]=[C:18]3[C:24]2[CH2:25][CH2:26][N:27]([CH2:30][CH2:31][N:32]3[CH2:36][CH2:35][NH:34][C:33]3=[O:37])[CH2:28][CH:29]=2)=[N:11]1.C(=O)([O-])[O-].[K+].[K+].CN1CCCC1=O>[Cu].[Cu](I)I.[O-2].[Zn+2].C(OCC)(=O)C>[CH3:9][N:10]1[N:14]=[N:13][C:12]([C:15]2[CH:16]=[C:17]3[C:21](=[CH:22][CH:23]=2)[N:20]([C:3]2[CH:8]=[CH:7][N:6]=[CH:5][CH:4]=2)[CH:19]=[C:18]3[C:24]2[CH2:25][CH2:26][N:27]([CH2:30][CH2:31][N:32]3[CH2:36][CH2:35][NH:34][C:33]3=[O:37])[CH2:28][CH:29]=2)=[N:11]1 |f:0.1,3.4.5,9.10|. Procedure: 4-Bromopyridine hydrochloride (4×2g) was added during one hour to a mixture of 1-[2-[4-[5-(2-methyltetrazol-5-yl)-1H-indol-3-yl]-1,2,3,6-tetrahydro-1-pyridinyl]ethyl]-2-imidazolidinone (4a) (5 g), potassium carbonate (9 g), copper powder (1 g), copper iodide (0.3 g), zinc oxide (0.3 g) and N-methyl-2-pyrrolidinone (NMP) (75 mL) at 140-150° C. Heating was continued for additional 4 hours. After cooling, ethyl acetate (500 mL) was added. Inorganic salts were filtered off. Water was added and the o...